Dataset: the Open Reaction Database (ORD), a public repository of structured organic reaction records. Task: describe an organic reaction: reactants, conditions, products, and yield Reactants: Cl.N[C@@H](CS)C(=O)O (L-Cysteine hydrochloride), CC1=NC=C(C(=C1O)C=O)CO.Cl (pyridoxal hydrochloride), C(O)([O-])=O.[Na+] (sodium hydrogen carbonate), O (water). Solvent: C(C)O (ethanol). Run at time 2 day. Product: OC=1C(=NC=C(C1C1SCC(N1)C(=O)O)CO)C (2-[3-hydroxy-5-(hydroxymethyl)-2-methylpyridin-4-yl]thiazolidine-4-carboxylic acid). The yield is 91.8%. As a reaction SMILES: Cl.[NH2:2][C@H:3]([C:6]([OH:8])=[O:7])[CH2:4][SH:5].[CH3:9][C:10]1[C:15]([OH:16])=[C:14]([CH:17]=O)[C:13]([CH2:19][OH:20])=[CH:12][N:11]=1.Cl.C(=O)([O-])O.[Na+].O>C(O)C>[OH:16][C:15]1[C:10]([CH3:9])=[N:11][CH:12]=[C:13]([CH2:19][OH:20])[C:14]=1[CH:17]1[NH:2][CH:3]([C:6]([OH:8])=[O:7])[CH2:4][S:5]1 |f:0.1,2.3,4.5|. Reported procedure: L-Cysteine hydrochloride (8.00 g, 45.6 mmol), pyridoxal hydrochloride (8.80 g, 43.25 mmol), and sodium hydrogen carbonate (7.60 g, 90.5 mmol) were added to a mixed solvent of water (60 ml) and ethanol (120 ml), and the mixture was at stored −20° C. for 2 days. The precipitated solid was collected by filtration, and dried under reduced pressure to give 2-[3-hydroxy-5-(hydroxymethyl)-2-methylpyridin-4-yl]thiazolidine-4-carboxylic acid as a pale-yellow solid (10.73 g). Yields the product C(N)(=O)N1CCCC=2C=C(C=NC12)C=1C=C(C=NC1)CC(=O)O ([5-(8-Carbamoyl-5,6,7,8-tetrahydro-[1,8]naphthyridin-3-yl)-pyridin-3-yl]-acetic acid). Reaction conditions: time 16 hour. As a reaction SMILES: C([O:3][C:4](=[O:25])[CH2:5][C:6]1[CH:7]=[N:8][CH:9]=[C:10]([C:12]2[CH:13]=[N:14][C:15]3[N:16]([C:22](=[O:24])[NH2:23])[CH2:17][CH2:18][CH2:19][C:20]=3[CH:21]=2)[CH:11]=1)C.[OH-].[Li+]>CCO.O>[C:22]([N:16]1[C:15]2[N:14]=[CH:13][C:12]([C:10]3[CH:11]=[C:6]([CH2:5][C:4]([OH:25])=[O:3])[CH:7]=[N:8][CH:9]=3)=[CH:21][C:20]=2[CH2:19][CH2:18][CH2:17]1)(=[O:24])[NH2:23] |f:1.2|. Run in CCO (EtOH), O (H2O). Procedure details: A mixture of [5-(8-carbamoyl-5,6,7,8-tetrahydro-[1,8]naphthyridin-3-yl)-pyridin-3-yl]-acetic acid ethyl ester (1.0 g, 2.9 mmol) and lithium hydroxide (123 mg, 5.1 mmol) in EtOH (10 mL) and H2O (10 mL) are stirred at room temperature for 16 h. The reaction is concentrated to remove the EtOH and the remaining aqueous mixture is treated with 1N HCl and diluted with EtOAc. The solid formed is filtered, rinsed and dried to give 500 mg of the titled product. The reactants are C(C)OC(CC=1C=NC=C(C1)C=1C=NC=2N(CCCC2C1)C(N)=O)=O ([5-(8-carbamoyl-5,6,7,8-tetrahydro-[1,8]naphthyridin-3-yl)-pyridin-3-yl]-acetic acid ethyl ester), [OH-].[Li+] (lithium hydroxide). Yield: 55.2%. Starting materials: ClC1=CC=C(C=C1)N1N=C(C(=C1)C(=O)OCC)CO (Ethyl 1-(4-chlorophenyl)-3-(hydroxymethyl)-1H-pyrazole-4-carboxylate), [OH-].[Na+] (sodium hydroxide), Cl (HCl). Solvent: O (H2O). Yields the product ClC1=CC=C(C=C1)N1N=C(C(=C1)C(=O)O)CO (1-(4-Chlorophenyl)-3-(hydroxymethyl)-1H-pyrazole-4-carboxylic acid). Isolated yield 90.4%. As a reaction SMILES: [Cl:1][C:2]1[CH:7]=[CH:6][C:5]([N:8]2[CH:12]=[C:11]([C:13]([O:15]CC)=[O:14])[C:10]([CH2:18][OH:19])=[N:9]2)=[CH:4][CH:3]=1.[OH-].[Na+].Cl>O>[Cl:1][C:2]1[CH:3]=[CH:4][C:5]([N:8]2[CH:12]=[C:11]([C:13]([OH:15])=[O:14])[C:10]([CH2:18][OH:19])=[N:9]2)=[CH:6][CH:7]=1 |f:1.2|. Procedure: A mixture of ethyl 1-(4-chlorophenyl)-3-(hydroxymethyl)-1H-pyrazole-4-carboxylate (Example 1D, 1.5 g, 5.34 mmol), sodium hydroxide (0.388 g, 9.70 mmol) and H2O (50 mL) was heated at reflux for 2 h. After cooled down to room temperature, the reaction mixture was acidified with conc. HCl to pH about 5. The solid was collected via filtration, dried under vacuum to give the desired product as white solid (1.22 g, 90% yield). 1H NMR (DMSO-d6) δ 4.68 (s, 2H), 7.54-7.59 (m, 2H), 7.92-7.94 (m, 2H), 8.95... The reactants are C(C)=O (acetaldehyde), [O-]C#N.[Na+] (sodium cyanate), N1NC=NC1=O (1,2,4-triazol-5(1H)-one), ClC1=CC(=C(C=C1)NN)F (4-chloro-2-fluorophenylhydrazine). The solvent is C(C)(C)(C)O.O (tert-butanol water), O (water), O (water), C(C)(C)(C)O.O (tert-butanol water). The product is ClC1=CC(=C(C=C1)N1N=C(NC1=O)C)F (1-(4-Chloro-2-Fluorophenyl)-4,5-Dihydro-3-Methyl-1,2,4-Triazol-5(1H)-One). RXN SMILES: [Cl:1][C:2]1[CH:7]=[CH:6][C:5]([NH:8][NH2:9])=[C:4]([F:10])[CH:3]=1.[CH:11](=O)[CH3:12].[O-:14][C:15]#[N:16].[Na+].N1C(=O)N=CN1>C(O)(C)(C)C.O.O>[Cl:1][C:2]1[CH:7]=[CH:6][C:5]([N:8]2[C:15](=[O:14])[NH:16][C:11]([CH3:12])=[N:9]2)=[C:4]([F:10])[CH:3]=1 |f:2.3,5.6|. Reported procedure: A stirring solution of 80.3 grams (0.500 mole) of 4-chloro-2-fluorophenylhydrazine in 180 ml of tert-butanol/water (88/12) is cooled to 0 to 5° C., and a solution of 23.4 grams (0.525 mole) of acetaldehyde in 54 grams of tert-butanol/water (88/12) is added dropwise during a 20 minute period. Upon completion of addition, the reaction mixture is stirred for five minutes, and a slurry of 39.8 grams (91.5% pure--0.560 mole--12% molar excess) of sodium cyanate in 90 grams of water is added in one por... Conditions: temperature 2.5 celsius, time 5 minute.